This data is from the Open Reaction Database (ORD), a public repository of structured organic reaction records. The task is: describe an organic reaction: reactants, conditions, products, and yield Starting materials: C(C)(C)(C)OC(=O)C=C1CC(C1)C(=O)O (3-tert-butoxycarbonylmethylene-cyclobutanecarboxylic acid), [H][H] (hydrogen). Reagents/catalysts: [Pt] (platinum on carbon). Solvent: C(C)O (ethanol), C(C)O (ethanol). Product: C(C)(C)(C)OC(=O)C[C@H]1C[C@H](C1)C(=O)O (cis-3-tert-Butoxycarbonylmethyl-cyclobutanecarboxylic acid). The yield is 99.1%. RXN SMILES: [C:1]([O:5][C:6]([CH:8]=[C:9]1[CH2:12][CH:11]([C:13]([OH:15])=[O:14])[CH2:10]1)=[O:7])([CH3:4])([CH3:3])[CH3:2].[H][H]>[Pt].C(O)C>[C:1]([O:5][C:6]([CH2:8][C@@H:9]1[CH2:12][C@H:11]([C:13]([OH:15])=[O:14])[CH2:10]1)=[O:7])([CH3:4])([CH3:2])[CH3:3]. Reported procedure: A mixture of 2 g of 3-tert-butoxycarbonylmethylene-cyclobutanecarboxylic acid, 150 mL of ethanol, 0.5 g of 5% platinum on carbon, and 200 mL of ethanol was stirred under 1 atm of hydrogen for 48 h overnight, filtered, diluted with 20 mL of toluene and concentrated under reduced pressure. Drying under vacuum overnight gave 2 g of product, which was predominantly as a colorless oil: 1H NMR (400 MHz, CDCl3) 10.2 (br s, 1H), 3.0 (m, 1H), 2.3 (m, 1H), 2.38 (m, 4H), 2.0 (dd, 2H), 1.4 (s, 9). Starting materials: CO, CC1(C)OCC(Cc2cnc3[nH]c(C(=CC4CCCC4)c4ccc(S(C)(=O)=O)cc4)cc3c2)O1, [H][H]. Product: CC1(C)OCC(Cc2cnc3[nH]c(C(CC4CCCC4)c4ccc(S(C)(=O)=O)cc4)cc3c2)O1. RXN SMILES: [CH3:37][OH:38].[CH:1]1([CH:6]=[C:7]([c:8]2[cH:9][cH:10][c:11]([S:14](=[O:15])(=[O:16])[CH3:17])[cH:12][cH:13]2)[c:18]2[cH:19][c:20]3[c:21]([n:22][cH:23][c:24]([CH2:26][CH:27]4[O:28][C:29]([CH3:32])([CH3:33])[O:30][CH2:31]4)[cH:25]3)[nH:34]2)[CH2:2][CH2:3][CH2:4][CH2:5]1.[H:35][H:36]>>[CH:1]1([CH2:6][CH:7]([c:8]2[cH:9][cH:10][c:11]([S:14](=[O:15])(=[O:16])[CH3:17])[cH:12][cH:13]2)[c:18]2[cH:19][c:20]3[c:21]([n:22][cH:23][c:24]([CH2:26][CH:27]4[O:28][C:29]([CH3:32])([CH3:33])[O:30][CH2:31]4)[cH:25]3)[nH:34]2)[CH2:2][CH2:3][CH2:4][CH2:5]1.